This data is from the Open Reaction Database (ORD), a public repository of structured organic reaction records. The task is: describe an organic reaction: reactants, conditions, products, and yield Starting materials: N=1N(N=CC1)C1=NC=C(C=C1)Br (2-([1,2,3]triazol-2-yl)-5-bromopyridine), C[Sn](C1=C(C=C(C=C1)N1CO[C@H](C1)CC(C(=O)N)=O)F)(C)C ((S)-3-(4-trimethylstannyl-3-fluorophenyl)-2-oxo-5-oxazolidinylmethyl acetamide). The product is N=1N(N=CC1)C1=NC=C(C=C1)C1=C(C=C(C=C1)N1CO[C@H](C1)CC(C(=O)N)=O)F ((S)-3-(4-(2-([1,2,3]triazol-2-yl)pyridin-5-yl)-3-fluorophenyl)-2-oxo-5-oxazolidinylmethyl acetamide). Reaction SMILES: [N:1]1[N:2]([C:6]2[CH:11]=[CH:10][C:9](Br)=[CH:8][N:7]=2)[N:3]=[CH:4][CH:5]=1.C[Sn](C)(C)[C:15]1[CH:20]=[CH:19][C:18]([N:21]2[CH2:25][C@H:24]([CH2:26][C:27](=[O:31])[C:28]([NH2:30])=[O:29])[O:23][CH2:22]2)=[CH:17][C:16]=1[F:32]>>[N:1]1[N:2]([C:6]2[CH:11]=[CH:10][C:9]([C:15]3[CH:20]=[CH:19][C:18]([N:21]4[CH2:25][C@H:24]([CH2:26][C:27](=[O:31])[C:28]([NH2:30])=[O:29])[O:23][CH2:22]4)=[CH:17][C:16]=3[F:32])=[CH:8][N:7]=2)[N:3]=[CH:4][CH:5]=1. Procedure details: The same procedure as in Example 1 was conducted, except for adding 2-([1,2,3]triazol-2-yl)-5-bromopyridine and using (S)-3-(4-trimethylstannyl-3-fluorophenyl)-2-oxo-5-oxazolidinylmethyl acetamide as a starting material, to obtain the title compound.